From a dataset of the Open Reaction Database (ORD), a public repository of structured organic reaction records. describe an organic reaction: reactants, conditions, products, and yield Starting materials: N1([C@H](C(=O)N[C@H](CC2=CC=CC=C2)C(=O)N[C@@H](CC2=CC=CC=C2)C(=O)NN)CCC1)C(=O)OC(C)(C)C (BocPro-DPhe-PheNHNH2), N[C@H](CC1=CC=CC=C1)C(=O)N[C@@H](CC(C)C)C(=O)N[C@@H](CCSC)C(=O)N.Cl (HDPhe-Leu-MetNH2 hydrochloride), acyl azide. Yields the product N1([C@H](C(=O)N[C@H](CC2=CC=CC=C2)C(=O)N[C@@H](CC2=CC=CC=C2)C(=O)N[C@H](CC2=CC=CC=C2)C(=O)N[C@@H](CC(C)C)C(=O)N[C@@H](CCSC)C(=O)N)CCC1)C(=O)OC(C)(C)C (BocPro-DPhe-Phe-DPhe-Leu-MetNH2). Isolated yield 91.0%. Reaction SMILES: [N:1]1([C:32]([O:34][C:35]([CH3:38])([CH3:37])[CH3:36])=[O:33])[CH2:31][CH2:30][CH2:29][C@H:2]1[C:3]([NH:5][C@@H:6]([C:14]([NH:16][C@H:17]([C:25]([NH:27]N)=[O:26])[CH2:18][C:19]1[CH:24]=[CH:23][CH:22]=[CH:21][CH:20]=1)=[O:15])[CH2:7][C:8]1[CH:13]=[CH:12][CH:11]=[CH:10][CH:9]=1)=[O:4].N[C@@H:40]([C:48]([NH:50][C@H:51]([C:56]([NH:58][C@H:59]([C:64]([NH2:66])=[O:65])[CH2:60][CH2:61][S:62][CH3:63])=[O:57])[CH2:52][CH:53]([CH3:55])[CH3:54])=[O:49])[CH2:41][C:42]1[CH:47]=[CH:46][CH:45]=[CH:44][CH:43]=1.Cl>>[N:1]1([C:32]([O:34][C:35]([CH3:38])([CH3:37])[CH3:36])=[O:33])[CH2:31][CH2:30][CH2:29][C@H:2]1[C:3]([NH:5][C@@H:6]([C:14]([NH:16][C@H:17]([C:25]([NH:27][C@@H:40]([C:48]([NH:50][C@H:51]([C:56]([NH:58][C@H:59]([C:64]([NH2:66])=[O:65])[CH2:60][CH2:61][S:62][CH3:63])=[O:57])[CH2:52][CH:53]([CH3:54])[CH3:55])=[O:49])[CH2:41][C:42]1[CH:43]=[CH:44][CH:45]=[CH:46][CH:47]=1)=[O:26])[CH2:18][C:19]1[CH:24]=[CH:23][CH:22]=[CH:21][CH:20]=1)=[O:15])[CH2:7][C:8]1[CH:13]=[CH:12][CH:11]=[CH:10][CH:9]=1)=[O:4] |f:1.2|. Procedure: Condensation of BocPro-DPhe-PheNHNH2 (2.09 g.) and HDPhe-Leu-MetNH2 hydrochloride salt (1.78 g.) by the acyl azide method (Yajima et al., Chem. Pharm. Bull., vol. 19, p. 1900, 1971) gave BocPro-DPhe-Phe-DPhe-Leu-MetNH2 in 91% yield. De-t-butoxycarbonylation of BocPro-DPhe-Phe-DPhe-Leu-MetNH2 (2.32 g.) using hydrogen chloride in ethyl acetate gave HPro-DPhe-Phe-DPhe-Leu-MetNH2, which was isolated as the amorphous white solid phosphate (1:1) salt dihydrate in 44% yield. Starting materials: NC=1C=C(C=CC1O)CCC1=NC=CC=C1 (2-[2-(3-amino-4-hydroxyphenyl)ethyl]pyridine), C(C)N=C=O (ethyl isocyanate). Run in C(C)O (ethanol). Yields the product C(C)NC(NC=1C=C(C=CC1O)CCC1=NC=CC=C1)=O (2-[2-{3-(3-ethylureido)-4-hydroxyphenyl}ethyl]pyridine). Isolated yield 82.1%. RXN SMILES: [NH2:1][C:2]1[CH:3]=[C:4]([CH2:9][CH2:10][C:11]2[CH:16]=[CH:15][CH:14]=[CH:13][N:12]=2)[CH:5]=[CH:6][C:7]=1[OH:8].[CH2:17]([N:19]=[C:20]=[O:21])[CH3:18]>C(O)C>[CH2:17]([NH:19][C:20](=[O:21])[NH:1][C:2]1[CH:3]=[C:4]([CH2:9][CH2:10][C:11]2[CH:16]=[CH:15][CH:14]=[CH:13][N:12]=2)[CH:5]=[CH:6][C:7]=1[OH:8])[CH3:18]. Procedure: A solution of 2-[2-(3-amino-4-hydroxyphenyl)ethyl]pyridine (3.2 g) and ethyl isocyanate (1.58 g) in ethanol (80 ml) was stirred at 35° to 40° C. for 2 hours. The reaction mixture was evaporated in vacuo and the residue was recrystallized from a mixture of ethyl acetate and diethyl ether to give 2-[2-{3-(3-ethylureido)-4-hydroxyphenyl}ethyl]pyridine (3.5 g). The reactants are ClC1=C(C(=CC=C1)Cl)C1=NN(C(N1)=O)C1=CC(=C(C(=O)OC)C=C1)OC (methyl 4-(3-(2,6-dichlorophenyl)-5-oxo-4,5-dihydro-1H-1,2,4-triazol-1-yl)-2-methoxybenzoate), FC(C=1C=C(C(=CC1)N)N)(F)F (4-(trifluoromethyl)benzene-1,2-diamine), C[Al](C)C (trimethyl aluminium). The solvent is C1(=CC=CC=C1)C (toluene). Product: ClC1=C(C(=CC=C1)Cl)C1=NN(C(N1)=O)C1=CC(=C(C=C1)C1=NC2=C(N1)C=CC(=C2)C(F)(F)F)OC (3-(2,6-Dichlorophenyl)-1-(3-meth oxy-4-(5-(trifluoromethyl)-1H-benzo[d]imidazol-2-yl)phenyl)-1H-1,2,4-triazol-5(4H)-one). The yield is 9.6%. Reaction SMILES: [Cl:1][C:2]1[CH:7]=[CH:6][CH:5]=[C:4]([Cl:8])[C:3]=1[C:9]1[NH:13][C:12](=[O:14])[N:11]([C:15]2[CH:24]=[CH:23][C:18]([C:19](OC)=O)=[C:17]([O:25][CH3:26])[CH:16]=2)[N:10]=1.[F:27][C:28]([F:38])([F:37])[C:29]1[CH:30]=[C:31]([NH2:36])[C:32]([NH2:35])=[CH:33][CH:34]=1.C[Al](C)C>C1(C)C=CC=CC=1>[Cl:8][C:4]1[CH:5]=[CH:6][CH:7]=[C:2]([Cl:1])[C:3]=1[C:9]1[NH:13][C:12](=[O:14])[N:11]([C:15]2[CH:24]=[CH:23][C:18]([C:19]3[NH:35][C:32]4[CH:33]=[CH:34][C:29]([C:28]([F:27])([F:37])[F:38])=[CH:30][C:31]=4[N:36]=3)=[C:17]([O:25][CH3:26])[CH:16]=2)[N:10]=1. Reported procedure: The title compound was prepared by following the procedure as described for Example-31 by using methyl 4-(3-(2,6-dichlorophenyl)-5-oxo-4,5-dihydro-1H-1,2,4-triazol-1-yl)-2-methoxybenzoate (Intermediate-21, 0.150 g, 0.30 mmol), 4-(trifluoromethyl)benzene-1,2-diamine (0.081 g, 0.45 mmol), trimethyl aluminium (2M solution in toluene) (2 mL), dry toluene (5.0 mL) to afford 0.015 g of desired product. 1H NMR (300 MHz, DMSO d6): δ 4.09 (s, 3H), 7.52 (s, 1H), 7.73-7.85 (m, 5H), 8.02-8.15 (m, 2H), 8.48 ... Starting materials: COc1ccncc1-c1cc2cc(C#N)ccc2[nH]1, [H-], CI, [Na+], [Na+], O=C([O-])O, CN(C)C=O. Product: COc1ccncc1-c1cc2cc(C#N)ccc2n1C. RXN SMILES: [CH3:1][O:2][c:3]1[c:4](-[c:9]2[nH:10][c:11]3[cH:12][cH:13][c:14]([C:18]#[N:19])[cH:15][c:16]3[cH:17]2)[cH:5][n:6][cH:7][cH:8]1.[H-:20].[I:22][CH3:23].[Na+:21].[Na+:28].[O-:24][C:25]([OH:26])=[O:27].[O:29]=[CH:30][N:31]([CH3:32])[CH3:33]>>[CH3:1][O:2][c:3]1[c:4](-[c:9]2[n:10]([CH3:25])[c:11]3[cH:12][cH:13][c:14]([C:18]#[N:19])[cH:15][c:16]3[cH:17]2)[cH:5][n:6][cH:7][cH:8]1.